Dataset: the Open Reaction Database (ORD), a public repository of structured organic reaction records. Task: describe an organic reaction: reactants, conditions, products, and yield Starting materials: COc1ccc(Cn2c(=O)c3cc(OCc4ccccc4)ccc3n(C3CCN(C(C)=O)CC3)c2=O)cc1OC, CCO, O=C[O-], [NH4+]. Product: COc1ccc(Cn2c(=O)c3cc(O)ccc3n(C3CCN(C(C)=O)CC3)c2=O)cc1OC. As a reaction SMILES: [C:1]([CH3:2])(=[O:3])[N:4]1[CH2:5][CH2:6][CH:7]([n:10]2[c:11](=[O:40])[n:12]([CH2:29][c:30]3[cH:31][c:32]([O:38][CH3:39])[c:33]([O:36][CH3:37])[cH:34][cH:35]3)[c:13](=[O:28])[c:14]3[cH:15][c:16]([O:20][CH2:21][c:22]4[cH:23][cH:24][cH:25][cH:26][cH:27]4)[cH:17][cH:18][c:19]23)[CH2:8][CH2:9]1.[CH3:45][CH2:46][OH:47].[CH:41]([O-:42])=[O:43].[NH4+:44]>>[C:1]([CH3:2])(=[O:3])[N:4]1[CH2:5][CH2:6][CH:7]([n:10]2[c:11](=[O:40])[n:12]([CH2:29][c:30]3[cH:31][c:32]([O:38][CH3:39])[c:33]([O:36][CH3:37])[cH:34][cH:35]3)[c:13](=[O:28])[c:14]3[cH:15][c:16]([OH:20])[cH:17][cH:18][c:19]23)[CH2:8][CH2:9]1.